From a dataset of the Open Reaction Database (ORD), a public repository of structured organic reaction records. describe an organic reaction: reactants, conditions, products, and yield Procedure: A sol. of 2,4-dichloro-6-methoxybenzaldehyde (2.39 mmol) in 5 mL DMF was cooled to 0° C. and NaOAc (2.63 mmol) followed by hydroxylamine HCl (2.63 mmol) were added. The ice bath was removed and the reaction mixture was stirred at RT for 10 min. The mixture was diluted with EtOAc and washed once with water and brine. The comb. org. layers were dried over MgSO4 and conc. in vacuo to give the desired compound as white solid. The solvent is CN(C)C=O (DMF). The reactants are CC(=O)[O-].[Na+] (NaOAc), ClC1=C(C=O)C(=CC(=C1)Cl)OC (2,4-dichloro-6-methoxybenzaldehyde), Cl.NO (hydroxylamine HCl). RXN SMILES: [Cl:1][C:2]1[CH:9]=[C:8]([Cl:10])[CH:7]=[C:6]([O:11][CH3:12])[C:3]=1[CH:4]=O.CC([O-])=O.[Na+].Cl.[NH2:19][OH:20]>CN(C=O)C>[Cl:1][C:2]1[CH:9]=[C:8]([Cl:10])[CH:7]=[C:6]([O:11][CH3:12])[C:3]=1[CH:4]=[N:19][OH:20] |f:1.2,3.4|. Yields the product ClC1=C(C=NO)C(=CC(=C1)Cl)OC (2,4-dichloro-6-methoxybenzaldehyde oxime). Run at time 10 minute. The reactants are O=C([O-])[O-], CS(C)=O, CCCc1cnc(N2CCC(OS(C)(=O)=O)CC2)nc1, [K+], [K+], O, O=c1cc(O)cc[nH]1. Product: CCCc1cnc(N2CCC(Oc3cc[nH]c(=O)c3)CC2)nc1. As a reaction SMILES: [C:29](=[O:30])([O-:31])[O-:32].[CH3:35][S:36]([CH3:37])=[O:38].[CH3:9][S:10]([O:11][CH:14]1[CH2:15][CH2:16][N:17]([c:20]2[n:21][cH:22][c:23]([CH2:26][CH2:27][CH3:28])[cH:24][n:25]2)[CH2:18][CH2:19]1)(=[O:12])=[O:13].[K+:33].[K+:34].[OH2:39].[OH:1][c:2]1[cH:3][c:4](=[O:8])[nH:5][cH:6][cH:7]1>>[O:1]([c:2]1[cH:3][c:4](=[O:8])[nH:5][cH:6][cH:7]1)[CH:14]1[CH2:15][CH2:16][N:17]([c:20]2[n:21][cH:22][c:23]([CH2:26][CH2:27][CH3:28])[cH:24][n:25]2)[CH2:18][CH2:19]1. Reactants: [Si](C)(C)(C(C)(C)C)OC1=C(C=C(C=C1)CN1C(=NC=2C1=NC(=CC2C)C)CC)CC=C (3-[4-tert-butyldimethylsilyloxy-3-(2-propen-1-yl)phenylmethyl]-5,7-dimethyl-2-ethyl-3H-imidazo-[4,5-b]pyridine), solution, [F-].C(CCC)[N+](CCCC)(CCCC)CCCC (tetra-n-butyl-ammonium fluoride). Solvent: C1CCOC1 (THF), C1CCOC1 (THF). Reaction conditions: time 2.5 hour. Product: CC1=CC(=C2C(=N1)N(C(=N2)CC)CC2=CC(=C(C=C2)O)CC=C)C (5,7-dimethyl-2-ethyl-3-[4-hydroxy-3-(2-propen-1-yl)phenylmethyl]-3H-imidazo[4,5-b]pyridine). Reaction SMILES: [Si]([O:8][C:9]1[CH:14]=[CH:13][C:12]([CH2:15][N:16]2[C:20]3=[N:21][C:22]([CH3:26])=[CH:23][C:24]([CH3:25])=[C:19]3[N:18]=[C:17]2[CH2:27][CH3:28])=[CH:11][C:10]=1[CH2:29][CH:30]=[CH2:31])(C(C)(C)C)(C)C.[F-].C([N+](CCCC)(CCCC)CCCC)CCC>C1COCC1>[CH3:26][C:22]1[N:21]=[C:20]2[N:16]([CH2:15][C:12]3[CH:13]=[CH:14][C:9]([OH:8])=[C:10]([CH2:29][CH:30]=[CH2:31])[CH:11]=3)[C:17]([CH2:27][CH3:28])=[N:18][C:19]2=[C:24]([CH3:25])[CH:23]=1 |f:1.2|. Procedure: To a solution of 1.519 g (3.48 mmol) of the product of Step F in 8.0 mL of anhydrous THF was added 3.6 mL of a 1.0M solution of tetra-n-butyl-ammonium fluoride in THF and the reaction mixture was stirred for 2.5 hours at room temperature. The reaction mixture was then evaporated in vacuo and the residual oil was chromatographed on a silica gel flash chromatography column eluted with ethyl acetate. The purified fractions were combined, evaporated and dried in vacuo to afford the title compound. The reactants are CCOCC, ClCCl, CCOC(=O)Cc1ccc(O)cc1, O=S(=O)(Cl)Cl. The product is CCOC(=O)Cc1ccc(O)c(Cl)c1. RXN SMILES: [CH3:19][CH2:20][O:21][CH2:22][CH3:23].[Cl:24][CH2:25][Cl:26].[OH:1][c:2]1[cH:3][cH:4][c:5]([CH2:8][C:9](=[O:10])[O:11][CH2:12][CH3:13])[cH:6][cH:7]1.[S:14]([Cl:15])(=[O:16])([Cl:17])=[O:18]>>[OH:1][c:2]1[cH:3][cH:4][c:5]([CH2:8][C:9](=[O:10])[O:11][CH2:12][CH3:13])[cH:6][c:7]1[Cl:17]. The reactants are OC1CN(CCC1C1=CC=C(C=C1)OCCCCOC1=C(C=CC=C1)OC)C(=O)OC(C)(C)C (tert-butyl 3-hydroxy-4-{4-[4-(2-methoxyphenoxy)butoxy]phenyl}piperidine-1-carboxylate), ClCC1=CC=C2CCC(N(C2=C1)CCCOC)=O (7-chloromethyl-1-(3-methoxypropyl)-3,4-dihydro-1H-quinolin-2-one). The product is COC1=C(OCCCCOC2=CC=C(C=C2)C2C(CN(CC2)C(=O)OC(C)(C)C)OCC2=CC=C3CCC(N(C3=C2)CCCOC)=O)C=CC=C1 (tert-Butyl 4-{4-[4-(2-methoxyphenoxy)butoxy]phenyl}-3-[1-(3-methoxypropyl)-2-oxo-1,2,3,4-tetrahydroquinolin-7-ylmethoxy]piperidine-1-carboxylate). As a reaction SMILES: [OH:1][CH:2]1[CH:7]([C:8]2[CH:13]=[CH:12][C:11]([O:14][CH2:15][CH2:16][CH2:17][CH2:18][O:19][C:20]3[CH:25]=[CH:24][CH:23]=[CH:22][C:21]=3[O:26][CH3:27])=[CH:10][CH:9]=2)[CH2:6][CH2:5][N:4]([C:28]([O:30][C:31]([CH3:34])([CH3:33])[CH3:32])=[O:29])[CH2:3]1.Cl[CH2:36][C:37]1[CH:46]=[C:45]2[C:40]([CH2:41][CH2:42][C:43](=[O:52])[N:44]2[CH2:47][CH2:48][CH2:49][O:50][CH3:51])=[CH:39][CH:38]=1>>[CH3:27][O:26][C:21]1[CH:22]=[CH:23][CH:24]=[CH:25][C:20]=1[O:19][CH2:18][CH2:17][CH2:16][CH2:15][O:14][C:11]1[CH:10]=[CH:9][C:8]([CH:7]2[CH2:6][CH2:5][N:4]([C:28]([O:30][C:31]([CH3:34])([CH3:33])[CH3:32])=[O:29])[CH2:3][CH:2]2[O:1][CH2:36][C:37]2[CH:46]=[C:45]3[C:40]([CH2:41][CH2:42][C:43](=[O:52])[N:44]3[CH2:47][CH2:48][CH2:49][O:50][CH3:51])=[CH:39][CH:38]=2)=[CH:13][CH:12]=1. Procedure details: Analogously to Method D, 0.200 g of tert-butyl 3-hydroxy-4-{4-[4-(2-methoxyphenoxy)butoxy]phenyl}piperidine-1-carboxylate and 0.125 g of 7-chloromethyl-1-(3-methoxypropyl)-3,4-dihydro-1H-quinolin-2-one (Example 13b) are reacted. The title compound is obtained as a colourless oil. Rf=0.12 (1:1 EtOAc-heptane); Rt=5.86. Reactants: OCC(=O)[C@@H](O)[C@H](O)[C@H](O)CO (fructose), Cl (hydrochloric acid). Solvent: C1(=CC=CC=C1)C (toluene). Reaction conditions: time 10 minute. The product is ClCC1=CC=C(C=O)O1 (5-Chloromethyl furfural). As a reaction SMILES: [OH:1][CH2:2][C:3]([C@H:5]([C@@H:7]([C@@H:9]([CH2:11]O)[OH:10])O)O)=O.[ClH:13]>C1(C)C=CC=CC=1>[Cl:13][CH2:11][C:9]1[O:10][C:3]([CH:2]=[O:1])=[CH:5][CH:7]=1. Procedure details: 5-Chloromethyl furfural was prepared by reaction of fructose with concentrated hydrochloric acid in toluene in a well-stirred two-phase system. The reaction was conducted at 85° C. for 10 minutes. The product was recovered by decanting the organic layer and removing toluene under vacuum. Starting materials: C(C)(C)(C)OC(NC(C(=O)C1=CC=C(C=C1)I)C1=CC(=C(C=C1)Cl)Cl)=O (rac-[1-(3,4-dichloro-phenyl)-2-(4-iodo-phenyl)-2-oxo-ethyl]-carbamic acid tert-butyl ester), [N+](=O)([O-])C=1C=C(C=CC1)B(O)O (3-nitrobenzene-boronic acid). Yields the product C(C)(C)(C)OC(NC(C(=O)C1=CC=C(C=C1)C1=CC(=CC=C1)[N+](=O)[O-])C1=CC(=C(C=C1)Cl)Cl)=O (rac-[1-(3,4-Dichloro-phenyl)-2-(3′-nitro-biphenyl-4-yl)-2-oxo-ethyl]-carbamic acid tert-butyl ester). RXN SMILES: [C:1]([O:5][C:6](=[O:26])[NH:7][CH:8]([C:18]1[CH:23]=[CH:22][C:21]([Cl:24])=[C:20]([Cl:25])[CH:19]=1)[C:9]([C:11]1[CH:16]=[CH:15][C:14](I)=[CH:13][CH:12]=1)=[O:10])([CH3:4])([CH3:3])[CH3:2].[N+:27]([C:30]1[CH:31]=[C:32](B(O)O)[CH:33]=[CH:34][CH:35]=1)([O-:29])=[O:28]>>[C:1]([O:5][C:6](=[O:26])[NH:7][CH:8]([C:18]1[CH:23]=[CH:22][C:21]([Cl:24])=[C:20]([Cl:25])[CH:19]=1)[C:9]([C:11]1[CH:16]=[CH:15][C:14]([C:34]2[CH:33]=[CH:32][CH:31]=[C:30]([N+:27]([O-:29])=[O:28])[CH:35]=2)=[CH:13][CH:12]=1)=[O:10])([CH3:4])([CH3:3])[CH3:2]. Reported procedure: The title compound was prepared from rac-[1-(3,4-dichloro-phenyl)-2-(4-iodo-phenyl)-2-oxo-ethyl]-carbamic acid tert-butyl ester and 3-nitrobenzene-boronic acid in analogy to Example 2b): MS (ISN): 499.1 (M−H)−.